The task is: describe an organic reaction: reactants, conditions, products, and yield. This data is from the Open Reaction Database (ORD), a public repository of structured organic reaction records. Reaction SMILES: [CH2:1]([O:5][C:6]([N:8]1[CH2:13][CH2:12][N:11]([C:14](=[O:31])[CH2:15][NH:16][C:17]([C:19]2[CH:28]=[C:27]([OH:29])[C:26]3[C:21](=[CH:22][C:23]([CH3:30])=[CH:24][CH:25]=3)[N:20]=2)=[O:18])[CH2:10][CH2:9]1)=[O:7])[CH2:2][CH2:3][CH3:4].[CH2:32]([O:39][C:40](=[O:44])[C@H:41]([CH3:43])O)[C:33]1[CH:38]=[CH:37][CH:36]=[CH:35][CH:34]=1.C1(P(C2C=CC=CC=2)C2C=CC=CC=2)C=CC=CC=1.CCOC(/N=N/C(OCC)=O)=O>C1COCC1.O>[CH2:1]([O:5][C:6]([N:8]1[CH2:13][CH2:12][N:11]([C:14](=[O:31])[CH2:15][NH:16][C:17]([C:19]2[CH:28]=[C:27]([O:29][C@@H:41]([C:40]([O:39][CH2:32][C:33]3[CH:38]=[CH:37][CH:36]=[CH:35][CH:34]=3)=[O:44])[CH3:43])[C:26]3[C:21](=[CH:22][C:23]([CH3:30])=[CH:24][CH:25]=3)[N:20]=2)=[O:18])[CH2:10][CH2:9]1)=[O:7])[CH2:2][CH2:3][CH3:4]. The reactants are C(CCC)OC(=O)N1CCN(CC1)C(CNC(=O)C1=NC2=CC(=CC=C2C(=C1)O)C)=O (4-{2-[(4-Hydroxy-7-methyl-quinoline-2-carbonyl)-amino]-acetyl}-piperazine-1-carboxylic acid butyl ester), C(C1=CC=CC=C1)OC([C@@H](O)C)=O (benzyl-L-lactate), C1(=CC=CC=C1)P(C1=CC=CC=C1)C1=CC=CC=C1 (triphenylphosphine), CCOC(=O)/N=N/C(=O)OCC (diethylazodicarboxylate). Procedure: To a solution of 6 g 4-{2-[(4-Hydroxy-7-methyl-quinoline-2-carbonyl)-amino]-acetyl}-piperazine-1-carboxylic acid butyl ester and 2.5 g benzyl-L-lactate in 97 ml THF were added 5.5 g triphenylphosphine and 3.6 g diethylazodicarboxylate. After stirring for 16 h at RT LCMS indicated complete conversion and water was added to the reaction mixture which was then extracted with ethyl acetate. The residue obtained after evaporation of the solvent was purified by flash chromatography on silica using an ... The product is C(CCC)OC(=O)N1CCN(CC1)C(CNC(=O)C1=NC2=CC(=CC=C2C(=C1)O[C@H](C)C(=O)OCC1=CC=CC=C1)C)=O (4-(2-{[4-((R)-1-Benzyloxycarbonyl-ethoxy)-7-methyl-quinoline-2-carbonyl]amino}-acetyl)-piperazine-1-carboxylic acid butyl ester). Run at time 16 hour. Run in C1CCOC1 (THF), O (water).